This data is from the Open Reaction Database (ORD), a public repository of structured organic reaction records. The task is: describe an organic reaction: reactants, conditions, products, and yield The product is CC1(OC[C@H](O1)COC=1C(=C(C=CC1)CC(=O)O)C)C ([3-((R)-2,2-dimethyl-[1,3]dioxolan-4-ylmethoxy)-2-methylphenyl] acetic acid). Starting materials: COC(CC1=C(C(=CC=C1)OC[C@H]1OC(OC1)(C)C)C)=O ([3-((R)-2,2-dimethyl-[1,3]dioxolan-4-ylmethoxy)-2-methylphenyl] acetic acid methyl ester), [OH-].[Li+] (lithium hydroxide). The solvent is CO (methanol). RXN SMILES: C[O:2][C:3](=[O:21])[CH2:4][C:5]1[CH:10]=[CH:9][CH:8]=[C:7]([O:11][CH2:12][C@@H:13]2[CH2:17][O:16][C:15]([CH3:19])([CH3:18])[O:14]2)[C:6]=1[CH3:20].[OH-].[Li+]>CO>[CH3:18][C:15]1([CH3:19])[O:14][C@H:13]([CH2:12][O:11][C:7]2[C:6]([CH3:20])=[C:5]([CH2:4][C:3]([OH:21])=[O:2])[CH:10]=[CH:9][CH:8]=2)[CH2:17][O:16]1 |f:1.2|. Procedure: To a solution of 2-diazo-1-[3-(2,2-dimethyl-[1,3]-dioxolan-4-ylmethoxy)-2-methylphenyl]ethanone (0.5 g, 1.73 mmol) in 20 mL of methanol at room temperature was added dropwise a solution of silver benzoate (52 mg, 13%) in 2.6 mL of triethylamine. The solution turned greenish and then brown, black precipitate formed. After stirring for 1.5 h, it was filtered through celite and the filtrate was concentrated. The residue was then purified on a silica gel column with 20% ethyl acetate in hexane to af... Reactants: NC(=O)N (urea), FS(=O)(=O)O (fluorosulfonic acid), NC(=O)N (urea). Product: bis(fluorosulfonyl)imide, S(=O)(=O)(O)[O-].[NH4+] (ammonium hydrogen sulfate), F (hydrogen fluoride), C(=O)=O (carbon dioxide). Reaction SMILES: [NH2:1][C:2](N)=[O:3].[F:5][S:6]([OH:9])(=[O:8])=[O:7]>>[S:6]([O-:9])([OH:3])(=[O:8])=[O:7].[NH4+:1].[FH:5].[C:2](=[O:3])=[O:7] |f:2.3|. Reported procedure: In the NPL1, a method, in which urea (CO(NH2)2) and fluorosulfonic acid (FSO3H) are mixed first, and then the resulting mixture is heated to proceed the chemical reaction between them, is disclosed. In this reaction, the chemical reaction represented by the formula (1) below proceeds, producing bis(fluorosulfonyl)imide, ammonium hydrogen sulfate (NH4HSO4), hydrogen fluoride (HF), and carbon dioxide (CO2). The produced bis(fluorosulfonyl)imide and the fluorosulfonic acid that is input excessively... The reactants are [Al+3], ClCCl, CCOCC, CCOC(=O)CCCC(=O)O, CCCCCC, [Cl-], [Cl-], [Cl-], [Cl-], CC(Cl)Cl, O, c1ccc(Oc2ccccc2)cc1. The product is CCOC(=O)CCCC(=O)c1ccc(Oc2ccccc2)cc1. As a reaction SMILES: [Al+3:2].[CH2:31]([Cl:32])[Cl:33].[CH2:38]([O:39][CH2:40][CH3:41])[CH3:42].[CH2:6]([CH3:7])[O:8][C:9]([CH2:10][CH2:11][CH2:12][C:13](=[O:14])[OH:15])=[O:16].[CH3:43][CH2:44][CH2:45][CH2:46][CH2:47][CH3:48].[Cl-:1].[Cl-:3].[Cl-:4].[Cl-:5].[Cl:34][CH:35]([Cl:36])[CH3:37].[OH2:30].[c:17]1([O:23][c:24]2[cH:25][cH:26][cH:27][cH:28][cH:29]2)[cH:18][cH:19][cH:20][cH:21][cH:22]1>>[CH2:6]([CH3:7])[O:8][C:9]([CH2:10][CH2:11][CH2:12][C:13](=[O:15])[c:27]1[cH:26][cH:25][c:24]([O:23][c:17]2[cH:18][cH:19][cH:20][cH:21][cH:22]2)[cH:29][cH:28]1)=[O:16]. Starting materials: CNC (dimethylamine), C(C)(C)(C)C1=CC(=C(C(=C1O)C)C)CN(C)C (6-tert.-Butyl-2,3-dimethyl-4-(dimethylaminomethyl)phenol), P(OCCCCCCCCCCCCCCCCCC)(OCCCCCCCCCCCCCCCCCC)[O-] (di-n-octadecyl phosphite), [NH2-].[Li+] (lithium amide). The solvent is solvent, C1(=CC=CC=C1)C (toluene), C(Cl)(Cl)Cl (chloroform), C(C)(=O)O (acetic acid), C1=CC=CC=C1 (benzene), CN(C=O)C (N,N-dimethylformamide). Product: C(C)(C)(C)C=1C(=C(C(=C(CP(OCCCCCCCCCCCCCCCCCC)(OCCCCCCCCCCCCCCCCCC)=O)C1)C)C)O (Di-n-octadecyl 5-tert.-butyl-2,3-dimethyl-4-hydroxybenzylphosphonate). Reaction SMILES: [C:1]([C:5]1[C:10]([OH:11])=[C:9]([CH3:12])[C:8]([CH3:13])=[C:7]([CH2:14]N(C)C)[CH:6]=1)([CH3:4])([CH3:3])[CH3:2].[P:18]([O-:57])([O:38][CH2:39][CH2:40][CH2:41][CH2:42][CH2:43][CH2:44][CH2:45][CH2:46][CH2:47][CH2:48][CH2:49][CH2:50][CH2:51][CH2:52][CH2:53][CH2:54][CH2:55][CH3:56])[O:19][CH2:20][CH2:21][CH2:22][CH2:23][CH2:24][CH2:25][CH2:26][CH2:27][CH2:28][CH2:29][CH2:30][CH2:31][CH2:32][CH2:33][CH2:34][CH2:35][CH2:36][CH3:37].[NH2-].[Li+].CNC>CN(C)C=O.C1(C)C=CC=CC=1.C(Cl)(Cl)Cl.C(O)(=O)C.C1C=CC=CC=1>[C:1]([C:5]1[C:10]([OH:11])=[C:9]([CH3:12])[C:8]([CH3:13])=[C:7]([CH:6]=1)[CH2:14][P:18](=[O:57])([O:38][CH2:39][CH2:40][CH2:41][CH2:42][CH2:43][CH2:44][CH2:45][CH2:46][CH2:47][CH2:48][CH2:49][CH2:50][CH2:51][CH2:52][CH2:53][CH2:54][CH2:55][CH3:56])[O:19][CH2:20][CH2:21][CH2:22][CH2:23][CH2:24][CH2:25][CH2:26][CH2:27][CH2:28][CH2:29][CH2:30][CH2:31][CH2:32][CH2:33][CH2:34][CH2:35][CH2:36][CH3:37])([CH3:4])([CH3:3])[CH3:2] |f:2.3|. Procedure details: To 37.6 grams of the compound of Example 1 and 94 grams of di-n-octadecyl phosphite dissolved in 100 ml of dry N,N-dimethylformamide at 55° to 60° was added 2.16 grams of lithium amide and the reaction temperature raised to 106° and kept at 105° to 107° for 11/4 hours, the evolved dimethylamine being swept out of the reaction mixture by a stream of nitrogen. The reaction mixture was dissolved in about one liter of a solvent mixture of toluene, chloroform and benzene containing 6 grams of acetic ...